This data is from the Open Reaction Database (ORD), a public repository of structured organic reaction records. The task is: describe an organic reaction: reactants, conditions, products, and yield Reactants: ClC1=C(N=NC2=CC=CC=C12)CCCl (4-Chloro-3-(2-chloroethyl)cinnoline), NC=1C(=CC=CC1)C (o-toluidine), C(C)OCC (diethyl ether). Solvent: O1CCOCC1 (1,4 dioxan). The product is CC1=C(C=CC=C1)N1CCC=2N=NC=3C=CC=CC3C21 (1-(2-Methylphenyl)-2,3-dihydropyrrolo[3,2-c]cinnoline). As a reaction SMILES: Cl[C:2]1[C:11]2[C:6](=[CH:7][CH:8]=[CH:9][CH:10]=2)[N:5]=[N:4][C:3]=1[CH2:12][CH2:13]Cl.[NH2:15][C:16]1[C:17]([CH3:22])=[CH:18][CH:19]=[CH:20][CH:21]=1.C(OCC)C>O1CCOCC1>[CH3:22][C:17]1[CH:18]=[CH:19][CH:20]=[CH:21][C:16]=1[N:15]1[C:2]2[C:11]3[CH:10]=[CH:9][CH:8]=[CH:7][C:6]=3[N:5]=[N:4][C:3]=2[CH2:12][CH2:13]1. Procedure: 4-Chloro-3-(2-chloroethyl)cinnoline (1.52 g, 0.0067 mol) and o-toluidine (1.43 g, 0.0134 mol) in 1,4 dioxan (20 ml) were heated under reflux for 20 hours. The solvent was evaporated under reduced pressure and the residue was partitioned between chloroform and dilute sodium bicarbonate solution. The aqueous layer was extracted with chloroform (6×50 ml). The chloroform extracts were combined, dried over magnesium sulphate, filtered and evaporated under reduced pressure to give a brown oil. The oil...